From a dataset of the Open Reaction Database (ORD), a public repository of structured organic reaction records. describe an organic reaction: reactants, conditions, products, and yield Reactants: BrCc1ccccc1, CC1(C)OC(=O)c2cccc(O)c2O1. The product is CC1(C)OC(=O)c2cccc(OCc3ccccc3)c2O1. Reaction SMILES: [CH2:15]([c:16]1[cH:17][cH:18][cH:19][cH:20][cH:21]1)[Br:22].[OH:1][c:2]1[cH:3][cH:4][cH:5][c:6]2[c:11]1[O:10][C:9]([CH3:12])([CH3:13])[O:8][C:7]2=[O:14]>>[O:1]([c:2]1[cH:3][cH:4][cH:5][c:6]2[c:11]1[O:10][C:9]([CH3:12])([CH3:13])[O:8][C:7]2=[O:14])[CH2:15][c:16]1[cH:17][cH:18][cH:19][cH:20][cH:21]1. Reactants: NCCS(=O)(=O)O (taurine), Cl (hydrochloric acid), FC(C(=O)N(CCCCCCCCCCCCCCCC)C1=CC=C(C(=O)ON2C(CCC2=O)=O)C=C1)(F)F (N-[p-(2,2,2-trifluoro-N-hexadecylacetamido)benzoyloxy]succinimide), [OH-].[Na+] (sodium hydroxide). Solvent: O (water), C(C)N(CC)CC (triethylamine), O (water), C(C)O (ethanol). Conditions: time 24 hour. The product is C(CCCCCCCCCCCCCCC)NC1=CC=C(C(=O)NCCS(=O)(=O)O)C=C1 (N-[4-(hexadecylamino)benzoyl]-2-aminoethanesulfonic acid). RXN SMILES: [NH2:1][CH2:2][CH2:3][S:4]([OH:7])(=[O:6])=[O:5].FC(F)(F)C([N:12]([C:29]1[CH:44]=[CH:43][C:32]([C:33](ON2C(=O)CCC2=O)=[O:34])=[CH:31][CH:30]=1)[CH2:13][CH2:14][CH2:15][CH2:16][CH2:17][CH2:18][CH2:19][CH2:20][CH2:21][CH2:22][CH2:23][CH2:24][CH2:25][CH2:26][CH2:27][CH3:28])=O.[OH-].[Na+].Cl>O.C(O)C.C(N(CC)CC)C>[CH2:13]([NH:12][C:29]1[CH:30]=[CH:31][C:32]([C:33]([NH:1][CH2:2][CH2:3][S:4]([OH:7])(=[O:6])=[O:5])=[O:34])=[CH:43][CH:44]=1)[CH2:14][CH2:15][CH2:16][CH2:17][CH2:18][CH2:19][CH2:20][CH2:21][CH2:22][CH2:23][CH2:24][CH2:25][CH2:26][CH2:27][CH3:28] |f:2.3|. Procedure details: To a stirred solution of 2.50 g. of taurine and 5.6 ml. of triethylamine in 22.5 ml. of water is added 5.55 g. of N-[p-(2,2,2-trifluoro-N-hexadecylacetamido)benzoyloxy]succinimide as a solution in 45 ml. of ethanol. After 24 hours, the mixture is treated with 20 ml. of 2.0M sodium hydroxide and 25 ml. of water. After stirring for 10 min., the mixture is acidified with dilute hydrochloric acid, and the crude product is collected by filtration. Recrystallization affords the title compound as a whi... Starting materials: COc1ccc(CN)c(OC)c1, O=C(NCc1ccc(Cl)c(Cl)c1)Nc1nc(CI)cs1, C1CCOC1, O. The product is COc1ccc(CNCc2csc(NC(=O)NCc3ccc(Cl)c(Cl)c3)n2)c(OC)c1. As a reaction SMILES: [CH3:21][O:22][c:23]1[c:24]([CH2:25][NH2:26])[cH:27][cH:28][c:29]([O:31][CH3:32])[cH:30]1.[Cl:1][c:2]1[cH:3][c:4]([CH2:5][NH:6][C:7](=[O:8])[NH:9][c:10]2[s:11][cH:12][c:13]([CH2:15][I:16])[n:14]2)[cH:17][cH:18][c:19]1[Cl:20].[O:34]1[CH2:35][CH2:36][CH2:37][CH2:38]1.[OH2:33]>>[Cl:1][c:2]1[cH:3][c:4]([CH2:5][NH:6][C:7](=[O:8])[NH:9][c:10]2[s:11][cH:12][c:13]([CH2:15][NH:26][CH2:25][c:24]3[c:23]([O:22][CH3:21])[cH:30][c:29]([O:31][CH3:32])[cH:28][cH:27]3)[n:14]2)[cH:17][cH:18][c:19]1[Cl:20]. Starting materials: 125, N(=O)[O-].[Na+] (NaNO2), ClC1=C(N)C(=CC(=C1)[N+](=O)[O-])Cl (2,6-dichloro-4-nitro-aniline), ClC1=C(N)C(=CC(=C1)Cl)[N+](=O)[O-] (2,4-dichloro-6-nitro-aniline), S(O)(O)(=O)=O (sulfuric acid). The solvent is O (water), O (water), O (water), C(C)(C)O (isopropanol). Product: ClC=1C=C(C=C(C1)Cl)[N+](=O)[O-] (3,5-dichloro-nitro-benzene). As a reaction SMILES: [Cl:1][C:2]1[CH:8]=[C:7]([N+:9]([O-:11])=[O:10])[CH:6]=[C:5]([Cl:12])[C:3]=1N.ClC1C=C(Cl)C=C([N+]([O-])=O)C=1N.S(=O)(=O)(O)O.N([O-])=O.[Na+]>O.C(O)(C)C>[Cl:1][C:2]1[CH:8]=[C:7]([N+:9]([O-:11])=[O:10])[CH:6]=[C:5]([Cl:12])[CH:3]=1 |f:3.4|. Reported procedure: 103.5 parts of 2,6-dichloro-4-nitro-aniline and 103.5 parts of 2,4-dichloro-6-nitro-aniline are introduced into 180 parts of isopropanol and 300 parts of water, and 200 parts of concentrated sulfuric acid (98 percent strength by weight) are then added to the mixture. A solution of 125 parts of NaNO2 in 175 parts of water is run in at 50° C., as described in Example 1. The mixture is cooled, 400 parts of water are added and the product is filtered off. 192 parts (a practically quantitative yield)...